From a dataset of the Open Reaction Database (ORD), a public repository of structured organic reaction records. describe an organic reaction: reactants, conditions, products, and yield Reactants: CCC#CCC(C(C)=O)(C(=O)OC)C(CC(=O)OCC)C(OC)OC, C1CCNCC1, CC(=O)O, c1ccccc1. The product is CCC#CCC1(C(=O)OC)C(=O)C=CC1CC(=O)OCC. RXN SMILES: [C:1]([CH3:2])(=[O:3])[C:4]([CH:5]([CH2:6][C:7](=[O:8])[O:9][CH2:10][CH3:11])[CH:12]([O:13][CH3:14])[O:15][CH3:16])([CH2:17][C:18]#[C:19][CH2:20][CH3:21])[C:22](=[O:23])[O:24][CH3:25].[CH2:30]1[CH2:31][CH2:32][NH:33][CH2:34][CH2:35]1.[CH3:26][C:27](=[O:28])[OH:29].[cH:36]1[cH:37][cH:38][cH:39][cH:40][cH:41]1>>[C:1]1(=[O:3])[CH:2]=[CH:12][CH:5]([CH2:6][C:7](=[O:8])[O:9][CH2:10][CH3:11])[C:4]1([CH2:17][C:18]#[C:19][CH2:20][CH3:21])[C:22](=[O:23])[O:24][CH3:25]. Reactants: C(C)OP(=O)(CCCCC1=CC=CC=C1)CC(=O)N1N=C(CC1C(=O)O)C1=CC=CC=C1 ((+)-4,5-dihydro-1-[[ethoxy(4-phenylbutyl)phosphinyl]acetyl]-3-phenyl-1H-pyrazole-5-carboxylic acid), ClC(C(=O)OCC)OC(C(C)(C)C)=O (Ethyl 2-chloro-2-pivaloyloxyacetate), [F-].[K+] (potassium fluoride), CN(C=O)C (dimethylformamide), ClC(C(=O)OCC)OC(C(C)(C)C)=O (ethyl 2-chloro-2-pivaloyloxyacetate). Solvent: C(C)(=O)OCC (ethyl acetate). Reaction conditions: time 48 hour. Product: C(C)OP(=O)(CCCCC1=CC=CC=C1)CC(=O)N1N=C(CC1C(=O)OC(C(=O)OCC)OC(C(C)(C)C)=O)C1=CC=CC=C1 ((+)-4,5-dihydro-1-[[ethoxy(4-phenylbutyl)phosphinyl]acetyl]-3-phenyl-1H-pyrazole-5-carboxylic acid, 1-(2,2-dimethyl-1-oxopropoxy)-2-ethoxy-2-oxoethyl ester). Reaction SMILES: [CH2:1]([O:3][P:4]([CH2:16][C:17]([N:19]1[CH:23]([C:24]([OH:26])=[O:25])[CH2:22][C:21]([C:27]2[CH:32]=[CH:31][CH:30]=[CH:29][CH:28]=2)=[N:20]1)=[O:18])([CH2:6][CH2:7][CH2:8][CH2:9][C:10]1[CH:15]=[CH:14][CH:13]=[CH:12][CH:11]=1)=[O:5])[CH3:2].CN(C)C=O.Cl[CH:39]([O:45][C:46](=[O:51])[C:47]([CH3:50])([CH3:49])[CH3:48])[C:40]([O:42][CH2:43][CH3:44])=[O:41].[F-].[K+]>C(OCC)(=O)C>[CH2:1]([O:3][P:4]([CH2:16][C:17]([N:19]1[CH:23]([C:24]([O:26][CH:39]([O:45][C:46](=[O:51])[C:47]([CH3:50])([CH3:49])[CH3:48])[C:40]([O:42][CH2:43][CH3:44])=[O:41])=[O:25])[CH2:22][C:21]([C:27]2[CH:28]=[CH:29][CH:30]=[CH:31][CH:32]=2)=[N:20]1)=[O:18])([CH2:6][CH2:7][CH2:8][CH2:9][C:10]1[CH:11]=[CH:12][CH:13]=[CH:14][CH:15]=1)=[O:5])[CH3:2] |f:3.4|. Reported procedure: A solution of 2.0 g. of (+)-4,5-dihydro-1-[[ethoxy(4-phenylbutyl)phosphinyl]acetyl]-3-phenyl-1H-pyrazole-5-carboxylic acid, from Example 1(c), in 30 ml. of dry dimethylformamide under argon at room temperature is treated with 1.2 g. of ethyl 2-chloro-2-pivaloyloxyacetate, from part (a), and 0.58 g. of anhydrous potassium fluoride. After stirring for 48 hours the mixture is diluted with ethyl acetate and washed with water (3×). The organic fraction is dried (MgSO4) and concentrated in vacuo to gi... Reactants: C(=C)(C)C1=C(C=C(C=C1OC)N)OC (4-Isopropenyl-3,5-dimethoxy-phenylamine). The reagents and catalysts are [Pd] (palladium on charcoal). The solvent is C(C)O (ethanol). Run at time 8 hour. Yields the product C(C)(C)C1=C(C=C(C=C1OC)N)OC (4-Isopropyl-3,5-dimethoxy-phenylamine). The yield is 69.0%. As a reaction SMILES: [C:1]([C:4]1[C:9]([O:10][CH3:11])=[CH:8][C:7]([NH2:12])=[CH:6][C:5]=1[O:13][CH3:14])([CH3:3])=[CH2:2]>C(O)C.[Pd]>[CH:1]([C:4]1[C:9]([O:10][CH3:11])=[CH:8][C:7]([NH2:12])=[CH:6][C:5]=1[O:13][CH3:14])([CH3:3])[CH3:2]. Procedure details: A solution of 4-Isopropenyl-3,5-dimethoxy-phenylamine (take directly from step 5) in ethanol (200 mL) was hydrogenated overnight at room temperature and 1 psig of H2 gas using 10% palladium on charcoal catalyst (200 mg). The reaction was filtered through Celite and the pad was washed with additional ethanol. Concentration of the filtrate and purification by silica gel column chromatography eluting with 70/30 hexane/ethyl acetate yielded 4-Isopropyl-3,5-dimethoxy-phenylamine (1.4 g, 69%) as a pal... Reactants: O=C1C(=CC(=C2C=CC=CN12)C(=O)O)C=1C=C(C=CC1)C(F)(F)F (4-oxo-3-(α,α,α-trifluoro-m-tolyl)-4H-quinolizine-1-carboxylic acid). Run in Cl (hydrochloric acid), C(C)(=O)O (acetic acid). Product: FC(C1=CC(=CC=C1)C1=CC=C2C=CC=CN2C1=O)(F)F (3-(α,α,α-trifluoro-m-tolyl)-4H-quinolizin-4-one). As a reaction SMILES: [O:1]=[C:2]1[N:11]2[C:6]([CH:7]=[CH:8][CH:9]=[CH:10]2)=[C:5](C(O)=O)[CH:4]=[C:3]1[C:15]1[CH:16]=[C:17]([C:21]([F:24])([F:23])[F:22])[CH:18]=[CH:19][CH:20]=1>Cl.C(O)(=O)C>[F:24][C:21]([F:22])([F:23])[C:17]1[CH:18]=[CH:19][CH:20]=[C:15]([C:3]2[C:2](=[O:1])[N:11]3[C:6]([CH:7]=[CH:8][CH:9]=[CH:10]3)=[CH:5][CH:4]=2)[CH:16]=1. Reported procedure: 0.83 g of 4-oxo-3-(α,α,α-trifluoro-m-tolyl)-4H-quinolizine-1-carboxylic acid was heated to reflux in a mixture of 13 ml of concentrated hydrochloric acid and 6.5 ml of acetic acid until the reaction was completed. The solution was evaporated, whereupon 10 ml of water are added. The crystals were removed by filtration and dried. After chromatography on silica gel and recrystallization, there was obtained 3-(α,α,α-trifluoro-m-tolyl)-4H-quinolizin-4-one as yellow crystals of m.p. 110°-111° (n-hexan... Reactants: COC1=CC=C(CS[C@H]2C[C@H](N(C2)C)C(=O)O)C=C1 ((2S, 4S)-4-(4-methoxybenzylthio)-1-methylpyrrolidine-2-carboxylic acid), N,N'-carbonyldiimidazole, FC(C(=O)O)(F)F.FC(C(=O)O)(F)F.[N+](=O)([O-])C1=CC=C(COC(=O)NC(=N)N2CCNCC2)C=C1 (1-(4-nitrobenzyloxycarbonylamidino)piperazine bis(trifluoroacetate)), C(C)(C)N(CC)C(C)C (diisopropylethylamine). Run in C(C)#N (acetonitrile), C(C)(=O)OCC (ethyl acetate). Conditions: temperature 40 celsius, time 1 hour. The product is COC1=CC=C(CS[C@H]2C[C@H](N(C2)C)C(=O)N2CCN(CC2)C(NC(=O)OCC2=CC=C(C=C2)[N+](=O)[O-])=N)C=C1 ((2S, 4S)-4-(4-Methoxybenzylthio)-1-methyl-2-[4-(4-nitrobenzyloxycarbonylamidino)piperazin-1-ylcarbonyl]-pyrrolidine). Isolated yield 88.3%. RXN SMILES: [CH3:1][O:2][C:3]1[CH:19]=[CH:18][C:6]([CH2:7][S:8][C@@H:9]2[CH2:13][N:12]([CH3:14])[C@H:11]([C:15]([OH:17])=O)[CH2:10]2)=[CH:5][CH:4]=1.FC(F)(F)C(O)=O.FC(F)(F)C(O)=O.[N+:34]([C:37]1[CH:55]=[CH:54][C:40]([CH2:41][O:42][C:43]([NH:45][C:46]([N:48]2[CH2:53][CH2:52][NH:51][CH2:50][CH2:49]2)=[NH:47])=[O:44])=[CH:39][CH:38]=1)([O-:36])=[O:35].C(N(C(C)C)CC)(C)C>C(#N)C.C(OCC)(=O)C>[CH3:1][O:2][C:3]1[CH:4]=[CH:5][C:6]([CH2:7][S:8][C@@H:9]2[CH2:13][N:12]([CH3:14])[C@H:11]([C:15]([N:51]3[CH2:52][CH2:53][N:48]([C:46](=[NH:47])[NH:45][C:43]([O:42][CH2:41][C:40]4[CH:39]=[CH:38][C:37]([N+:34]([O-:36])=[O:35])=[CH:55][CH:54]=4)=[O:44])[CH2:49][CH2:50]3)=[O:17])[CH2:10]2)=[CH:18][CH:19]=1 |f:1.2.3|. Procedure details: 480 mg of (2S, 4S)-4-(4-methoxybenzylthio)-1-methylpyrrolidine-2-carboxylic acid were suspended in 20 ml of dry acetonitrile, and 325 mg of N,N'-carbonyldiimidazole were added to this suspension, after which the mixture was stirred at 40° C. for 1 hour. At the end of this time, the reaction mixture was cooled with ice, and 980 mg of 1-(4-nitrobenzyloxycarbonylamidino)piperazine bis(trifluoroacetate) [prepared as described in step (a) above] and 320 μl of diisopropylethylamine were added to the m... Starting materials: FC(C=1C=C(C(=O)Cl)C=CC1)(F)F (3-trifluoromethylbenzoyl chloride), [N+](=O)([O-])C=1C=C(N)C=CC1C (3-nitro-4-methylaniline). The solvent is N1=CC=CC=C1 (pyridine). Conditions: temperature 80 celsius. Yields the product CC1=C(C=C(C=C1)NC(C1=CC(=CC=C1)C(F)(F)F)=O)[N+](=O)[O-] (N-(4-methyl-3-nitrophenyl)-3-trifluoromethylbenzamide). RXN SMILES: [F:1][C:2]([F:13])([F:12])[C:3]1[CH:4]=[C:5]([CH:9]=[CH:10][CH:11]=1)[C:6](Cl)=[O:7].[N+:14]([C:17]1[CH:18]=[C:19]([CH:21]=[CH:22][C:23]=1[CH3:24])[NH2:20])([O-:16])=[O:15]>N1C=CC=CC=1>[CH3:24][C:23]1[CH:22]=[CH:21][C:19]([NH:20][C:6](=[O:7])[C:5]2[CH:9]=[CH:10][CH:11]=[C:3]([C:2]([F:13])([F:12])[F:1])[CH:4]=2)=[CH:18][C:17]=1[N+:14]([O-:16])=[O:15]. Procedure details: A mixture of 3-trifluoromethylbenzoyl chloride (9.9 ml), 3-nitro-4-methylaniline (10 g) and pyridine (100 ml) was stirred and heated to 80° C. for 2 hours. The reaction mixture was evaporated and the residue was triturated under 2N aqueous hydrochloric acid solution. The solid so obtained was isolated, washed in turn with a saturated aqueous sodium bicarbonate solution, water and isohexane and dried under vacuum at 55° C. to give N-(4-methyl-3-nitrophenyl)-3-trifluoromethylbenzamide as a solid (... Reactants: C(O)([O-])=O.[Na+] (sodium hydrogen carbonate), N(=O)[O-].[Na+] (sodium nitrite), ClC1=CC(=CC=C1)C(=O)OO (m-chloroperbenzoic acid), ClC1=C(C=CC=C1)C1CC(C=2C(=CC=NC2C1)C)=O (7-(2-chlorophenyl)-4-methyl-5,6,7,8-tetrahydroquinolin-5-one). Solvent: C(C)(=O)OCC (ethyl acetate), C1=CC=CC=C1 (benzene). Conditions: time 1 hour. Product: ClC1=C(C=CC=C1)C1CC(C=2C(=CC=[N+](C2C1)[O-])C)=O (7-(2-chlorophenyl)-4-methyl-5,6,7,8-tetrahydroquinolin-5-one-1-oxide). The yield is 71.2%. As a reaction SMILES: [Cl:1][C:2]1[CH:7]=[CH:6][CH:5]=[CH:4][C:3]=1[CH:8]1[CH2:17][C:16]2[N:15]=[CH:14][CH:13]=[C:12]([CH3:18])[C:11]=2[C:10](=[O:19])[CH2:9]1.ClC1C=CC=C(C(OO)=[O:28])C=1.C(=O)([O-])O.[Na+].N([O-])=O.[Na+]>C1C=CC=CC=1.C(OCC)(=O)C>[Cl:1][C:2]1[CH:7]=[CH:6][CH:5]=[CH:4][C:3]=1[CH:8]1[CH2:17][C:16]2[N+:15]([O-:28])=[CH:14][CH:13]=[C:12]([CH3:18])[C:11]=2[C:10](=[O:19])[CH2:9]1 |f:2.3,4.5|. Reported procedure: In benzene (4 ml) was dissolved 7-(2-chlorophenyl)-4-methyl-5,6,7,8-tetrahydroquinolin-5-one (272 mg), and to the solution was added m-chloroperbenzoic acid (267 mg). The mixture was stirred at room temperature for 1 hour, and to the mixture were added ethyl acetate (70 ml), saturated sodium hydrogen carbonate solution (30 ml) and sodium nitrite (100 mg). The mixture was shaken, and the separated upper layer was washed with water and concentrated under reduced pressure. The residue was washed wi...